This data is from the Open Reaction Database (ORD), a public repository of structured organic reaction records. The task is: describe an organic reaction: reactants, conditions, products, and yield Reactants: NC=1N=C(SC1)C1CCN(CC1)C(CN1N=C(C=C1C)C(F)(F)F)=O (1-[4-(4-amino-thiazol-2-yl)-piperidin-1-yl]-2-(5-methyl-3-trifluoromethyl-pyrazol-1-yl)-ethanone), C(C)(C)N(CC)C(C)C (diisopropylethylamine), C1(=CC=CC=C1)OC(=O)Cl (phenylchloroformate). Solvent: ClCCl (dichloromethane). Reaction conditions: time 8 hour. Yields the product C1(=CC=CC=C1)OC(N)=O (carbamic acid phenyl ester). As a reaction SMILES: [NH2:1]C1N=C(C2CCN(C(=O)CN3C(C)=CC(C(F)(F)F)=N3)CC2)SC=1.C(N(C(C)C)CC)(C)C.[C:35]1([O:41][C:42](Cl)=[O:43])[CH:40]=[CH:39][CH:38]=[CH:37][CH:36]=1>ClCCl>[C:35]1([O:41][C:42](=[O:43])[NH2:1])[CH:40]=[CH:39][CH:38]=[CH:37][CH:36]=1. Procedure: To a solution of 1-[4-(4-amino-thiazol-2-yl)-piperidin-1-yl]-2-(5-methyl-3-trifluoromethyl-pyrazol-1-yl)-ethanone (80 mg, 0.21 mmol) in dichloromethane (5 mL) is added diisopropylethylamine (0.053 mL, 0.25 mmol), and subsequently phenylchloroformate (0.033 mL, 0.21 mmol) at 0° C. After stirring overnight at RT, solvents are evaporated under reduced pressure and the residue is purified by column chromatography on silica gel (ethyl acetate/heptane 7:3) to give 2-{1-[2-(5-methyl-3-trifluoromethyl-p... The reactants are FC(C=1C=CC(=C(N)C1)C)(F)F (5-trifluoromethyl-2-methylaniline), [H+].[B-](F)(F)(F)F (HBF4), N(=O)[O-].[Na+] (sodium nitrite). Run in O (water). Reaction conditions: time 15 minute. Product: F[B-](F)(F)F.FC(C=1C=CC(=C(C1)[N+]#N)C)(F)F (5-Trifluoromethyl-2-methylphenyldiazonium fluorborate). RXN SMILES: [F:1][C:2]([F:12])([F:11])[C:3]1[CH:4]=[CH:5][C:6]([CH3:10])=[C:7]([CH:9]=1)[NH2:8].[H+].[B-:14]([F:18])([F:17])([F:16])[F:15].[N:19]([O-])=O.[Na+]>O>[F:15][B-:14]([F:18])([F:17])[F:16].[F:1][C:2]([F:11])([F:12])[C:3]1[CH:4]=[CH:5][C:6]([CH3:10])=[C:7]([N+:8]#[N:19])[CH:9]=1 |f:1.2,3.4,6.7|. Procedure: Seventeen and one-half grams of 5-trifluoromethyl-2-methylaniline was melted and the melted material added to 100 ml. of a cold 48 percent HBF4 solution. 7.9 g. of sodium nitrite in 10 ml. of water were added thereto in dropwise fashion. The temperature of the diazotization reaction was maintained below 15° C. during the addition. The diazotization mixture was stirred in the cold for about 15 minutes and then poured onto a sintered glass funnel. 5-Trifluoromethyl-2-methylphenyldiazonium fluorbor... Starting materials: NC1=C(C(=NN1C1=C(C=C(C=C1)OC)F)C)C#N (5-amino-1-(2-fluoro-4-methoxyphenyl)-3-methyl-1H-pyrazole-4-carbonitrile), B(Br)(Br)Br (BBr3). Procedure: 5-amino-1-(2-fluoro-4-methoxyphenyl)-3-methyl-1H-pyrazole-4-carbonitrile (256 mg, 1.0 mmol) was dissolved in CH2Cl2 (25 mL) and BBr3 (1 M solution in DCM, 4.91 mL, 4.91 mmol) was added and stirred at room temperature over night. The reaction was quenched using water, extracted with CH2Cl2 and dried using a phase separator. Concentration gave 5-amino-1-(2-fluoro-4-hydroxyphenyl)-3-methyl-1H-pyrazole-4-carbonitrile (232.1 mg, 100%) which was used as such in the next step. Isolated yield 100.0%. The solvent is C(Cl)Cl (CH2Cl2). As a reaction SMILES: [NH2:1][C:2]1[N:6]([C:7]2[CH:12]=[CH:11][C:10]([O:13]C)=[CH:9][C:8]=2[F:15])[N:5]=[C:4]([CH3:16])[C:3]=1[C:17]#[N:18].B(Br)(Br)Br>C(Cl)Cl>[NH2:1][C:2]1[N:6]([C:7]2[CH:12]=[CH:11][C:10]([OH:13])=[CH:9][C:8]=2[F:15])[N:5]=[C:4]([CH3:16])[C:3]=1[C:17]#[N:18]. The product is NC1=C(C(=NN1C1=C(C=C(C=C1)O)F)C)C#N (5-amino-1-(2-fluoro-4-hydroxyphenyl)-3-methyl-1H-pyrazole-4-carbonitrile). Reactants: C(C)(C)(C)OC(=O)C1NC(C(C1C1=C(C(=CC=C1)Cl)F)(C#N)C1=C(C=C(C=C1)Cl)F)CC(C)(C)C=1CCN(CC1)CC1=CC=CC=C1 (rac-(2R,3S,4R,5S)-5-[2-(1-benzyl-1,2,3,6-tetrahydro-pyridin-4-yl)-2-methyl-propyl]-3-(3-chloro-2-fluoro-phenyl)-4-(4-chloro-2-fluoro-phenyl)-4-cyano-pyrrolidine-2-carboxylic acid tert-butyl ester), FC(C(=O)O)(F)F (trifluoroacetic acid). Run in ClCCl (dichloromethane). Yields the product FC(C(=O)O)(F)F.C(C1=CC=CC=C1)N1CCC(=CC1)C(CC1C(C(C(N1)C(=O)O)C1=C(C(=CC=C1)Cl)F)(C#N)C1=C(C=C(C=C1)Cl)F)(C)C (rac-(2R,3S,4R,5S)-5-[2-(1-benzyl-1,2,3,6-tetrahydro-pyridin-4-yl)-2-methyl-propyl]-3-(3-chloro-2-fluoro-phenyl)-4-(4-chloro-2-fluoro-phenyl)-4-cyano-pyrrolidine-2-carboxylic acid trifluoroacetic acid). The yield is 98.0%. RXN SMILES: C([O:5][C:6]([CH:8]1[CH:12]([C:13]2[CH:18]=[CH:17][CH:16]=[C:15]([Cl:19])[C:14]=2[F:20])[C:11]([C:23]2[CH:28]=[CH:27][C:26]([Cl:29])=[CH:25][C:24]=2[F:30])([C:21]#[N:22])[CH:10]([CH2:31][C:32]([C:35]2[CH2:36][CH2:37][N:38]([CH2:41][C:42]3[CH:47]=[CH:46][CH:45]=[CH:44][CH:43]=3)[CH2:39][CH:40]=2)([CH3:34])[CH3:33])[NH:9]1)=[O:7])(C)(C)C.[F:48][C:49]([F:54])([F:53])[C:50]([OH:52])=[O:51]>ClCCl>[F:48][C:49]([F:54])([F:53])[C:50]([OH:52])=[O:51].[CH2:41]([N:38]1[CH2:37][CH:36]=[C:35]([C:32]([CH3:34])([CH3:33])[CH2:31][CH:10]2[NH:9][CH:8]([C:6]([OH:7])=[O:5])[CH:12]([C:13]3[CH:18]=[CH:17][CH:16]=[C:15]([Cl:19])[C:14]=3[F:20])[C:11]2([C:23]2[CH:28]=[CH:27][C:26]([Cl:29])=[CH:25][C:24]=2[F:30])[C:21]#[N:22])[CH2:40][CH2:39]1)[C:42]1[CH:47]=[CH:46][CH:45]=[CH:44][CH:43]=1 |f:3.4|. Reported procedure: In a manner similar to the method described in Example 25a, rac-(2R,3S,4R,5S)-5-[2-(1-benzyl-1,2,3,6-tetrahydro-pyridin-4-yl)-2-methyl-propyl]-3-(3-chloro-2-fluoro-phenyl)-4-(4-chloro-2-fluoro-phenyl)-4-cyano-pyrrolidine-2-carboxylic acid tert-butyl ester prepared in Example 127b (1.5 g, 2.2 mmol) was reacted with trifluoroacetic acid in dichloromethane at room temperature to give rac-(2R,3S,4R,5S)-5-[2-(1-benzyl-1,2,3,6-tetrahydro-pyridin-4-yl)-2-methyl-propyl]-3-(3-chloro-2-fluoro-phenyl)-4-(4... Reactants: COC=1C=C(CNC(OC(C)(C)C)=O)C=CC1OCC=1C=NC(=CC1)OC (tert-butyl 3-methoxy-4-((6-methoxypyridin-3-yl)methoxy)benzylcarbamate), FC(C(=O)O)(F)F (trifluoroacetic acid). Run in ClCCl (dichloromethane). Run at time 2 hour. Product: COC=1C=C(C=CC1OCC=1C=NC(=CC1)OC)CN ((3-methoxy-4-((6-methoxypyridin-3-yl)methoxy)phenyl)methanamine). Yield: 91.8%. RXN SMILES: [CH3:1][O:2][C:3]1[CH:4]=[C:5]([CH:15]=[CH:16][C:17]=1[O:18][CH2:19][C:20]1[CH:21]=[N:22][C:23]([O:26][CH3:27])=[CH:24][CH:25]=1)[CH2:6][NH:7]C(=O)OC(C)(C)C.FC(F)(F)C(O)=O>ClCCl>[CH3:1][O:2][C:3]1[CH:4]=[C:5]([CH2:6][NH2:7])[CH:15]=[CH:16][C:17]=1[O:18][CH2:19][C:20]1[CH:21]=[N:22][C:23]([O:26][CH3:27])=[CH:24][CH:25]=1. Procedure: To a stirred solution of tert-butyl 3-methoxy-4-((6-methoxypyridin-3-yl)methoxy)benzylcarbamate (31.92 g, 85.25 mmol) in dichloromethane (100 mL) was added trifluoroacetic acid (75 mL, 973.5 mmol). The resulting yellow solution was allowed to stir at room temperature. After 2 h, the reaction mixture was concentrated to dryness, and the residue was dissolved in water (250 mL). The acidic solution was extracted with diethyl ether (2×125 mL; organic phases discarded). The aqueous phase was then mad... The reactants are P(C(C)(C)C)(C(C)(C)C)C(C)(C)C (P(t-Bu)3), BrC1=C(C=CC(=N1)C(=O)NC=1C=NC=CC1[C@H]1C[C@H](C[C@H](C1)C)NC(OC(C)(C)C)=O)F (tert-butyl (1S,3R,5S)-3-(3-(6-bromo-5-fluoropicolinamido)pyridin-4-yl)-5-methylcyclohexylcarbamate), FC1=C(C(=CC=C1O)F)B(O)O (2,6-difluoro-3-hydroxyphenylboronic acid), [F-].[K+] (KF). Reagents/catalysts: C=1C=CC(=CC1)/C=C/C(=O)/C=C/C2=CC=CC=C2.C=1C=CC(=CC1)/C=C/C(=O)/C=C/C2=CC=CC=C2.C=1C=CC(=CC1)/C=C/C(=O)/C=C/C2=CC=CC=C2.[Pd].[Pd] (Pd2(dba)3). Run in C1CCOC1 (THF), O (water). Conditions: temperature 100 celsius. The product is N[C@@H]1C[C@@H](C[C@@H](C1)C)C1=C(C=NC=C1)NC(C1=NC(=C(C=C1)F)C1=C(C(=CC=C1F)O)F)=O (N-(4-((1R,3S,5S)-3-amino-5-methylcyclohexyl)pyridin-3-yl)-6-(2,6-difluoro-3-hydroxyphenyl)-5-fluoropicolinamide). Reaction SMILES: Br[C:2]1[N:7]=[C:6]([C:8]([NH:10][C:11]2[CH:12]=[N:13][CH:14]=[CH:15][C:16]=2[C@@H:17]2[CH2:22][C@H:21]([CH3:23])[CH2:20][C@H:19]([NH:24]C(=O)OC(C)(C)C)[CH2:18]2)=[O:9])[CH:5]=[CH:4][C:3]=1[F:32].[F:33][C:34]1[C:39]([OH:40])=[CH:38][CH:37]=[C:36]([F:41])[C:35]=1B(O)O.[F-].[K+].P(C(C)(C)C)(C(C)(C)C)C(C)(C)C>C1C=CC(/C=C/C(/C=C/C2C=CC=CC=2)=O)=CC=1.C1C=CC(/C=C/C(/C=C/C2C=CC=CC=2)=O)=CC=1.C1C=CC(/C=C/C(/C=C/C2C=CC=CC=2)=O)=CC=1.[Pd].[Pd].O.C1COCC1>[NH2:24][C@H:19]1[CH2:20][C@@H:21]([CH3:23])[CH2:22][C@@H:17]([C:16]2[CH:15]=[CH:14][N:13]=[CH:12][C:11]=2[NH:10][C:8](=[O:9])[C:6]2[CH:5]=[CH:4][C:3]([F:32])=[C:2]([C:35]3[C:36]([F:41])=[CH:37][CH:38]=[C:39]([OH:40])[C:34]=3[F:33])[N:7]=2)[CH2:18]1 |f:2.3,5.6.7.8.9|. Procedure: To a solution of tert-butyl (1S,3R,5S)-3-(3-(6-bromo-5-fluoropicolinamido)pyridin-4-yl)-5-methylcyclohexylcarbamate (1.0 equiv.) in a microwave vial was added 2,6-difluoro-3-hydroxyphenylboronic acid (5.0 equiv.), KF (5.5 equiv.) and Pd2(dba)3 (0.2 equiv.) followed by THF and water (10:1, 0.03 M). To this mixture was added P(t-Bu)3 (0.4 equiv.) and the reaction was heated in the microwave at 100° C. for 30 min. The organic phase was then separated, the aqueous layer was washed with ethyl acetate... Starting materials: [N+](=O)([O-])[O-].[Na+] (sodium nitrate), N(=[N+]=[N-])[C@H]1CN(C2=CC=C(C=C2C1)Br)C(=O)OC ((R)-Methyl 3-azido-6-bromo-3,4-dihydroquinoline-1(2H)-carboxylate). The solvent is FC(C(=O)O)(F)F (trifluoroacetic acid). Reaction conditions: temperature 25 celsius, time 30 minute. Yields the product nitro, N(=[N+]=[N-])[C@H]1CN(C2=C(C=C(C=C2C1)Br)[N+](=O)[O-])C(=O)OC ((R)-Methyl 3-azido-6-bromo-8-nitro-3,4-dihydroquinoline-1(2H)-carboxylate). Isolated yield 94.8%. As a reaction SMILES: [N+:1]([O-:4])([O-])=[O:2].[Na+].[N:6]([C@@H:9]1[CH2:18][C:17]2[C:12](=[CH:13][CH:14]=[C:15]([Br:19])[CH:16]=2)[N:11]([C:20]([O:22][CH3:23])=[O:21])[CH2:10]1)=[N+:7]=[N-:8]>FC(F)(F)C(O)=O>[N:6]([C@@H:9]1[CH2:18][C:17]2[C:12](=[C:13]([N+:1]([O-:4])=[O:2])[CH:14]=[C:15]([Br:19])[CH:16]=2)[N:11]([C:20]([O:22][CH3:23])=[O:21])[CH2:10]1)=[N+:7]=[N-:8] |f:0.1|. Procedure details: To a solution of sodium nitrate (30 mg, 0.40 mmol) in trifluoroacetic acid (5 mL) was added bromo azide 13 (100 mg, 0.32 mmol). The resulting solution was stirred at 25° C. for 30 min and then concentrated under reduced pressure. The crude product was then dissolved in EtOAc (50 mL) and the organic portion washed sequentially with saturated aqueous sodium hydrogen carbonate (10 mL), NaOH (1 M solution, 10 mL), and water (10 mL), dried with anhydrous Na2SO4, and then concentrated under reduced pr... The reactants are CC(C)(C)OC(=O)N1CCNCC1, C1=CC(=C(C=C1F)C(F)(F)F)Br. The reagents and catalysts are C(=O)([O-])[O-].[Cs+].[Cs+], C1=CC=C(C=C1)P(C2=CC=CC=C2)C3=C(C4=CC=CC=C4C=C3)C5=C(C=CC6=CC=CC=C65)P(C7=CC=CC=C7)C8=CC=CC=C8, C1=CC=C(C=C1)/C=C/C(=O)/C=C/C2=CC=CC=C2.C1=CC=C(C=C1)/C=C/C(=O)/C=C/C2=CC=CC=C2.C1=CC=C(C=C1)/C=C/C(=O)/C=C/C2=CC=CC=C2.[Pd].[Pd]. Solvent: CC1=CC=CC=C1. Reaction conditions: temperature 110 celsius. The product is CC(C)(C)OC(=O)N1CCN(CC1)C2=C(C=C(C=C2)F)C(F)(F)F. The yield is 73.5%. Procedure: In a 100ml sealtube was added 1-bromo-4-fluoro-2-(trifluoromethyl)benzene (0.91 g, 3.63 mmol), CESIUM CARBONATE (1.775 g, 5.45 mmol), CESIUM CARBONATE (1.775 g, 5.45 mmol), BINAP (0.271 g, 0.44 mmol), TERT-BUTYL 1-PIPERAZINECARBOXYLATE (0.812 g, 4.36 mmol), TRIS(DIBENZYLIDENEACETONE)DIPALLADIUM(0) (0.200 g, 0.22 mmol) and 18-CROWN-6 (0.115 g, 0.44 mmol). Followed by 15mL toluene. The mixture was degassed by N2 bubbling for 15min. The reaction mixture was heated at 110oC under nitrogen in an oil ... Reactants: O=C([O-])O, CCO, Cl, CCCn1ccnc1CC(=O)c1ccc(N)cc1, NO, [Na+]. The product is CCCn1ccnc1CC(=NO)c1ccc(N)cc1. Reaction SMILES: [C:22](=[O:23])([OH:24])[O-:25].[CH3:27][CH2:28][OH:29].[ClH:19].[NH2:1][c:2]1[cH:3][cH:4][c:5]([C:8]([CH2:9][c:10]2[n:11]([CH2:15][CH2:16][CH3:17])[cH:12][cH:13][n:14]2)=[O:18])[cH:6][cH:7]1.[NH2:20][OH:21].[Na+:26]>>[NH2:1][c:2]1[cH:3][cH:4][c:5]([C:8]([CH2:9][c:10]2[n:11]([CH2:15][CH2:16][CH3:17])[cH:12][cH:13][n:14]2)=[N:20][OH:21])[cH:6][cH:7]1.